This data is from the Open Reaction Database (ORD), a public repository of structured organic reaction records. The task is: describe an organic reaction: reactants, conditions, products, and yield Reactants: ClC=1C=CC=C2C(=C(N=NC12)C1=CC=CC=C1)C=1C=C(C=CC1)N (3-(8-chloro-3-phenyl-cinnolin-4-yl)-phenylamine), ClC1=C(C=O)C=CC=C1C(F)(F)F (2-chloro-3-trifluoromethylbenzaldehyde). Yields the product ClC=1C=CC=C2C(=C(N=NC12)C1=CC=CC=C1)C=1C=C(C=CC1)NCC1=C(C(=CC=C1)C(F)(F)F)Cl ([3-(8-chloro-3-phenylcinnolin-4-yl)phenyl][2-chloro-3-(trifluoromethyl)benzyl]amine). Reaction SMILES: [Cl:1][C:2]1[CH:3]=[CH:4][CH:5]=[C:6]2[C:11]=1[N:10]=[N:9][C:8]([C:12]1[CH:17]=[CH:16][CH:15]=[CH:14][CH:13]=1)=[C:7]2[C:18]1[CH:19]=[C:20]([NH2:24])[CH:21]=[CH:22][CH:23]=1.[Cl:25][C:26]1[C:33]([C:34]([F:37])([F:36])[F:35])=[CH:32][CH:31]=[CH:30][C:27]=1[CH:28]=O>>[Cl:1][C:2]1[CH:3]=[CH:4][CH:5]=[C:6]2[C:11]=1[N:10]=[N:9][C:8]([C:12]1[CH:13]=[CH:14][CH:15]=[CH:16][CH:17]=1)=[C:7]2[C:18]1[CH:19]=[C:20]([NH:24][CH2:28][C:27]2[CH:30]=[CH:31][CH:32]=[C:33]([C:34]([F:35])([F:37])[F:36])[C:26]=2[Cl:25])[CH:21]=[CH:22][CH:23]=1. Reported procedure: The title compound was prepared from 3-(8-chloro-3-phenyl-cinnolin-4-yl)-phenylamine and 2-chloro-3-trifluoromethylbenzaldehyde according to the procedure of Step 5 Example 6. MS (ESI) m/z 522.